From a dataset of the Open Reaction Database (ORD), a public repository of structured organic reaction records. describe an organic reaction: reactants, conditions, products, and yield Reactants: Cl.C1(CC1)N(C(C1=CC=C(C=C1)C1=CN=CO1)=O)C1CCNCC1 (N-cyclopropyl-4-oxazol-5-yl-N-piperidin-4-yl-benzamide hydrochloride), BrC1=NC=C(N=C1)C1CC1 (2-bromo-5-cyclopropyl-pyrazine). The solvent is CN1C(CCC1)=O (N-methylpyrrolidinone). Product: C1(CC1)N(C(C1=CC=C(C=C1)C1=CN=CO1)=O)C1CCN(CC1)C1=NC=C(N=C1)C1CC1 (N-Cyclopropyl-N-[1-(5-cyclopropyl-pyrazin-2-yl)-piperidin-4-yl]-4-oxazol-5-yl-benzamide). As a reaction SMILES: Cl.[CH:2]1([N:5]([CH:19]2[CH2:24][CH2:23][NH:22][CH2:21][CH2:20]2)[C:6](=[O:18])[C:7]2[CH:12]=[CH:11][C:10]([C:13]3[O:17][CH:16]=[N:15][CH:14]=3)=[CH:9][CH:8]=2)[CH2:4][CH2:3]1.Br[C:26]1[CH:31]=[N:30][C:29]([CH:32]2[CH2:34][CH2:33]2)=[CH:28][N:27]=1>CN1CCCC1=O>[CH:2]1([N:5]([CH:19]2[CH2:24][CH2:23][N:22]([C:26]3[CH:31]=[N:30][C:29]([CH:32]4[CH2:34][CH2:33]4)=[CH:28][N:27]=3)[CH2:21][CH2:20]2)[C:6](=[O:18])[C:7]2[CH:8]=[CH:9][C:10]([C:13]3[O:17][CH:16]=[N:15][CH:14]=3)=[CH:11][CH:12]=2)[CH2:4][CH2:3]1 |f:0.1|. Procedure details: The title compound is prepared from N-cyclopropyl-4-oxazol-5-yl-N-piperidin-4-yl-benzamide hydrochloride and 2-bromo-5-cyclopropyl-pyrazine following a procedure analogous to that described in Example 19 using N-methylpyrrolidinone as solvent. LC (method 16): tR=0.46 min; Mass spectrum (ESI+): m/z=430 [M+H]+. The solvent is C(Cl)Cl (methylene chloride). Run at time 30 minute. The reactants are O (Water), BrCCCCCC(=O)Cl (6-Bromohexanoyl chloride), C1=CC=CC=C1 (benzene), [Cl-].[Al+3].[Cl-].[Cl-] (aluminum chloride). As a reaction SMILES: [Br:1][CH2:2][CH2:3][CH2:4][CH2:5][CH2:6][C:7](Cl)=[O:8].[Cl-].[Al+3].[Cl-].[Cl-].[CH:14]1[CH:19]=[CH:18][CH:17]=[CH:16][CH:15]=1.O>C(Cl)Cl>[Br:1][CH2:2][CH2:3][CH2:4][CH2:5][CH2:6][C:7]([C:14]1[CH:19]=[CH:18][CH:17]=[CH:16][CH:15]=1)=[O:8] |f:1.2.3.4|. Yields the product BrCCCCCC(=O)C1=CC=CC=C1 (6-bromo-1-phenyl-1-hexanone). Procedure details: 6-Bromohexanoyl chloride (16.2 g) was dissolved in methylene chloride (50 ml), and aluminum chloride (10.6 g) was added, which was followed by stirring at room temperature for 30 min. The reaction mixture was ice-cooled, and benzene (5.0 g) was dropwise added, which was followed by stirring for 4 hr. Water was added to the reaction mixture and the mixture was extracted with ethyl acetate. The organic layer was washed with brine, dried and the solvent was evaporated under reduced pressure. The ob... The yield is 111.4%.